Task: describe an organic reaction: reactants, conditions, products, and yield. Dataset: the Open Reaction Database (ORD), a public repository of structured organic reaction records Product: S1C(=NC=C1)NC1=C(C(=C(C(=C1)C)O)C)C (4-(2-thiazolylamino]-2,3,6-trimethylphenol). The solvent is O1CCCC1 (tetrahydrofuran), O (water). Isolated yield 93.3%. RXN SMILES: [S:1]1[CH:5]=[CH:4][N:3]=[C:2]1[N:6]=[C:7]1[CH:12]=[C:11]([CH3:13])[C:10]([OH:14])=[C:9]([CH3:15])[CH:8]1[CH3:16].S(S([O-])=O)([O-])=O.[Na+].[Na+]>O1CCCC1.O>[S:1]1[CH:5]=[CH:4][N:3]=[C:2]1[NH:6][C:7]1[CH:12]=[C:11]([CH3:13])[C:10]([OH:14])=[C:9]([CH3:15])[C:8]=1[CH3:16] |f:1.2.3|. Conditions: time 45 minute. Reactants: S1C(=NC=C1)N=C1C(C(=C(C(=C1)C)O)C)C (4-(2-Thiazolylimino)-2,3,6-trimethylphenol), S(=O)([O-])S(=O)[O-].[Na+].[Na+] (sodium hydrosulfite). Procedure: 4-(2-Thiazolylimino)-2,3,6-trimethylphenol (0.60 g) was dissolved in 10 ml of tetrahydrofuran. To the solution was added a solution of 7.6 g of sodium hydrosulfite in 29 ml of water. The mixture was stirred at room temperature for 45 minutes and then extracted with ethyl acetate. The organic layer was washed with saturated aqueous sodium chloride solution, dried over magnesium sulfate and concentrated. Recrystallization of the crude product obtained from acetonitrile gave 0.56 g of the desired c... Starting materials: C(C1=CC=CC=C1)OC(=O)NC(C[C@@H]1CC[C@H](N1C(=O)OC(C)(C)C)C(=O)OC)C(=O)OC (1-tert-butyl 2-methyl (2S,5S)-5-(2-benzyloxycarbonylamino-2-methoxycarbonylethyl)pyrrolidine-1,2-dicarboxylate), C1(=CC=CC=C1)SC (thioanisole). The solvent is FC(C(=O)O)(F)F (trifluoroacetic acid). Run at temperature 95 celsius, time 45 minute. The product is C(C1=CC=CC=C1)OC(=O)NC1C(N2[C@@H](CC[C@H]2C1)C(=O)OC)=O (methyl (3S,7aS)-6-benzyloxycarbonylamino-5-oxohexahydropyrrolizine-3-carboxylate). RXN SMILES: [CH2:1]([O:8][C:9]([NH:11][CH:12]([C:30]([O:32]C)=O)[CH2:13][C@H:14]1[N:18](C(OC(C)(C)C)=O)[C@H:17]([C:26]([O:28][CH3:29])=[O:27])[CH2:16][CH2:15]1)=[O:10])[C:2]1[CH:7]=[CH:6][CH:5]=[CH:4][CH:3]=1.C1(SC)C=CC=CC=1>FC(F)(F)C(O)=O>[CH2:1]([O:8][C:9]([NH:11][CH:12]1[CH2:13][C@H:14]2[N:18]([C@H:17]([C:26]([O:28][CH3:29])=[O:27])[CH2:16][CH2:15]2)[C:30]1=[O:32])=[O:10])[C:2]1[CH:3]=[CH:4][CH:5]=[CH:6][CH:7]=1. Procedure: 1500 mg of 1-tert-butyl 2-methyl (2S,5S)-5-(2-benzyloxycarbonylamino-2-methoxycarbonylethyl)pyrrolidine-1,2-dicarboxylate were mixed with 0.2 ml of thioanisole. Then 10 ml of trifluoroacetic acid were added, and the mixture was stirred for 45 min. The solvents were then removed in vacuo, and the residue was taken up in 10 ml of pyridine. 1.1 ml of diisopropylethylamine were added, and the mixture was heated at 95° C. for 3 h. The solvents were removed in vacuo, and the residue was chromatographe... Reactants: CC1CN(Cc2ccccc2)CCN1c1nc2cccnc2o1, CO, O=C[O-], Cl, [NH4+]. Yields the product CC1CNCCN1c1nc2cccnc2o1. As a reaction SMILES: [CH2:1]([c:2]1[cH:3][cH:4][cH:5][cH:6][cH:7]1)[N:8]1[CH2:9][CH:10]([CH3:23])[N:11]([c:14]2[o:15][c:16]3[n:17][cH:18][cH:19][cH:20][c:21]3[n:22]2)[CH2:12][CH2:13]1.[CH3:29][OH:30].[CH:25]([O-:26])=[O:27].[ClH:24].[NH4+:28]>>[NH:8]1[CH2:9][CH:10]([CH3:23])[N:11]([c:14]2[o:15][c:16]3[n:17][cH:18][cH:19][cH:20][c:21]3[n:22]2)[CH2:12][CH2:13]1. Reactants: Cl.O1C(COC2=C1C=CC=C2)CN (2,3-dihydro-1,4-benzodioxin-2-methanamine hydrochloride), FC=1C=C2C(=CNC2=CC1)CCCC(=O)O (5-Fluoroindole-3-butyric acid), O.ON1N=NC2=C1C=CC=C2 (1-hydroxybenzotriazole hydrate), C(C)(C)N=C=NC(C)C (1,3-diisopropylcarbodiimide). The solvent is CN(C)C=O (DMF), CN(C)C=O (DMF). Conditions: time 2 hour. Yields the product O1C(COC2=C1C=CC=C2)CNCCCCC2=CNC1=CC=C(C=C21)F ((2,3-Dihydro-benzo[1,4]dioxin-2-ylmethyl)-[4-(5-fluoro-1H-indol-3-yl)-butyl]-amine). Isolated yield 62.2%. As a reaction SMILES: [F:1][C:2]1[CH:3]=[C:4]2[C:8](=[CH:9][CH:10]=1)[NH:7][CH:6]=[C:5]2[CH2:11][CH2:12][CH2:13][C:14](O)=O.O.ON1C2C=CC=CC=2N=N1.C(N=C=NC(C)C)(C)C.Cl.[O:38]1[C:43]2[CH:44]=[CH:45][CH:46]=[CH:47][C:42]=2[O:41][CH2:40][CH:39]1[CH2:48][NH2:49]>CN(C=O)C>[O:38]1[C:43]2[CH:44]=[CH:45][CH:46]=[CH:47][C:42]=2[O:41][CH2:40][CH:39]1[CH2:48][NH:49][CH2:14][CH2:13][CH2:12][CH2:11][C:5]1[C:4]2[C:8](=[CH:9][CH:10]=[C:2]([F:1])[CH:3]=2)[NH:7][CH:6]=1 |f:1.2,4.5|. Procedure: 5-Fluoroindole-3-butyric acid (1.5 g, 6.8 mmole), 1-hydroxybenzotriazole hydrate (1.1 g, 8.2 mmole) and 1,3-diisopropylcarbodiimide (2.6 ml, 16.3 mmole) were combined in 150 ml of DMF and stirred at room temperature for 2 hours under a nitrogen atmosphere. To this was added dropwise 2,3-dihydro-1,4-benzodioxin-2-methanamine hydrochloride (1.4 g, 6.8 mmole) in 50 ml of DMF and the mixture was further stirred for 24 hours. The solvent was removed and the residue partitioned between dichloromethane... The reactants are S(=O)(=O)(N)N (sulfamide), Cl.ClCCC#N (3-chloropropionitrile hydrogen chloride), ice water. Solvent: C(C)OCC (ethyl ether). Product: Cl.S(N)(=O)(=O)NC(CCCl)=N (N-Sulfamyl-3-chloropropionamidine hydrochloride). As a reaction SMILES: [S:1]([NH2:5])([NH2:4])(=[O:3])=[O:2].Cl.[Cl:7][CH2:8][CH2:9][C:10]#[N:11]>C(OCC)C>[ClH:7].[S:1]([NH:5][C:10](=[NH:11])[CH2:9][CH2:8][Cl:7])(=[O:3])(=[O:2])[NH2:4] |f:1.2,4.5|. Reported procedure: To a stirred suspension of 9.61 g. (0.10 mole) of sulfamide in 30 ml (34 g., 0.38 mole) of 3-chloropropionitrile hydrogen chloride gas is introduced, as described in Example 1. After cooling with ice water for one hour the reaction mixture is diluted with 30 ml of dry ethyl ether, the product is filtered off, washed twice with acetone and dried. The reactants are C(C)(C)(C)C1=CC=C(C=C1)S(=O)(=O)NC1=NC(=NC(=C1OC1=C(C=CC=C1)OC)OCCCO)C1=NC=CC=N1 (4-t-butyl-N-[6-(3-hydroxypropyloxy)-5-(2-methoxyphenoxy)-2-(2-pyrimidinyl)-4-pyrimidinyl]benzene sulfonamide), [Cr](=O)(=O)([O-])O[Cr](=O)(=O)[O-].[NH+]1=CC=CC=C1.[NH+]1=CC=CC=C1 (pyridinium dichromate), C(C)(=O)OCC (Ethyl acetate), [Cr](=O)(=O)([O-])O[Cr](=O)(=O)[O-].[NH+]1=CC=CC=C1.[NH+]1=CC=CC=C1 (pyridinium dichromate). Run in CN(C=O)C (dimethylformamide). Run at time 12 hour. Yields the product C(C)(C)(C)C1=CC=C(C=C1)S(=O)(=O)NC1=C(C(=NC(=N1)C1=NC=CC=N1)OCCC(=O)O)OC1=C(C=CC=C1)OC (3-[6-(4-t-butylphenylsulfonylamino)-5-(2-methoxyphenoxy)-2-(2-pyrimidinyl)-4-pyrimidinyloxy]propionic acid). The yield is 56.4%. Reaction SMILES: [C:1]([C:5]1[CH:10]=[CH:9][C:8]([S:11]([NH:14][C:15]2[C:20]([O:21][C:22]3[CH:27]=[CH:26][CH:25]=[CH:24][C:23]=3[O:28][CH3:29])=[C:19]([O:30][CH2:31][CH2:32][CH2:33][OH:34])[N:18]=[C:17]([C:35]3[N:40]=[CH:39][CH:38]=[CH:37][N:36]=3)[N:16]=2)(=[O:13])=[O:12])=[CH:7][CH:6]=1)([CH3:4])([CH3:3])[CH3:2].[Cr](O[Cr]([O-])(=O)=O)([O-])(=O)=[O:42].[NH+]1C=CC=CC=1.[NH+]1C=CC=CC=1.C(OCC)(=O)C>CN(C)C=O>[C:1]([C:5]1[CH:10]=[CH:9][C:8]([S:11]([NH:14][C:15]2[N:16]=[C:17]([C:35]3[N:36]=[CH:37][CH:38]=[CH:39][N:40]=3)[N:18]=[C:19]([O:30][CH2:31][CH2:32][C:33]([OH:42])=[O:34])[C:20]=2[O:21][C:22]2[CH:27]=[CH:26][CH:25]=[CH:24][C:23]=2[O:28][CH3:29])(=[O:13])=[O:12])=[CH:7][CH:6]=1)([CH3:4])([CH3:2])[CH3:3] |f:1.2.3|. Procedure details: To a solution of 4-t-butyl-N-[6-(3-hydroxypropyloxy)-5-(2-methoxyphenoxy)-2-(2-pyrimidinyl)-4-pyrimidinyl]benzene sulfonamide (3.2 g) in dimethylformamide (50 ml) was added pyridinium dichromate (31.9 g). The mixture was stirred for 12 hours at room temperature, and subsequently supplemented with pyridinium dichromate (10.6 g), followed by stirring for 12 hours. Ethyl acetate was added, and the mixture was washed with 1N-HCl and then with water. The organic layer was extracted with sat. aq. NaHC... Starting materials: [BH3-]C#N, CC(=O)O, CC(C)(NC1=CC(c2ccccc2F)N(c2ccc(OC(F)F)cc2)C1=O)c1cccc(C(F)(F)F)n1, [Na+]. As a reaction SMILES: [C:38]([BH3-:39])#[N:40].[C:42]([OH:43])(=[O:44])[CH3:45].[CH3:1][C:2]([CH3:3])([c:4]1[n:5][c:6]([C:10]([F:11])([F:12])[F:13])[cH:7][cH:8][cH:9]1)[NH:14][C:15]1=[CH:19][CH:18]([c:20]2[c:21]([F:26])[cH:22][cH:23][cH:24][cH:25]2)[N:17]([c:27]2[cH:28][cH:29][c:30]([O:33][CH:34]([F:35])[F:36])[cH:31][cH:32]2)[C:16]1=[O:37].[Na+:41]>>[CH3:1][C:2]([CH3:3])([c:4]1[n:5][c:6]([C:10]([F:11])([F:12])[F:13])[cH:7][cH:8][cH:9]1)[NH:14][CH:15]1[C:16](=[O:37])[N:17]([c:27]2[cH:28][cH:29][c:30]([O:33][CH:34]([F:35])[F:36])[cH:31][cH:32]2)[CH:18]([c:20]2[c:21]([F:26])[cH:22][cH:23][cH:24][cH:25]2)[CH2:19]1. The product is CC(C)(NC1CC(c2ccccc2F)N(c2ccc(OC(F)F)cc2)C1=O)c1cccc(C(F)(F)F)n1. Reactants: O=Cc1ccc(C(=O)O)cc1, CC(=O)Cl, CO. Yields the product COC(=O)c1ccc(C=O)cc1. RXN SMILES: [C:1](=[O:2])([OH:3])[c:4]1[cH:5][cH:6][c:7]([CH:8]=[O:9])[cH:10][cH:11]1.[CH3:12][C:13](=[O:14])[Cl:15].[CH3:16][OH:17]>>[C:1]([O:2][CH3:12])(=[O:3])[c:4]1[cH:5][cH:6][c:7]([CH:8]=[O:9])[cH:10][cH:11]1. The reactants are CCCCCCCCO, CCCCCCCC[O-], [Li]CCCC, [Cl-], Fc1cccc(F)n1, [Li+], [Na+], C1CCOC1. Yields the product CCCCCCCCOc1cccc(F)n1. Reaction SMILES: [CH2:11]([OH:12])[CH2:13][CH2:14][CH2:15][CH2:16][CH2:17][CH2:18][CH3:19].[CH2:1]([CH2:2][CH2:3][CH2:4][CH2:5][CH2:6][CH2:7][CH3:8])[O-:9].[CH2:20]([Li:21])[CH2:22][CH2:23][CH3:24].[Cl-:34].[F:25][c:26]1[n:27][c:28]([F:32])[cH:29][cH:30][cH:31]1.[Li+:10].[Na+:33].[O:35]1[CH2:36][CH2:37][CH2:38][CH2:39]1>>[CH2:1]([CH2:2][CH2:3][CH2:4][CH2:5][CH2:6][CH2:7][CH3:8])[O:9][c:28]1[n:27][c:26]([F:25])[cH:31][cH:30][cH:29]1. The reactants are CS(=O)(=O)OC[C@H]1[C@@H](CCCC1)C(=O)OC ((trans)-methyl 2-((methylsulfonyloxy)methyl)cyclohexanecarboxylate), [N-]=[N+]=[N-].[Na+] (NaN3). Solvent: O (water), CN(C)C=O (DMF). Run at temperature 100 celsius. The product is N(=[N+]=[N-])C[C@H]1[C@@H](CCCC1)C(=O)OC ((trans)-methyl 2-(azidomethyl)cyclohexanecarboxylate). The yield is 99.6%. As a reaction SMILES: CS(O[CH2:6][C@@H:7]1[CH2:12][CH2:11][CH2:10][CH2:9][C@H:8]1[C:13]([O:15][CH3:16])=[O:14])(=O)=O.[N-:17]=[N+:18]=[N-:19].[Na+]>CN(C=O)C.O>[N:17]([CH2:6][C@@H:7]1[CH2:12][CH2:11][CH2:10][CH2:9][C@H:8]1[C:13]([O:15][CH3:16])=[O:14])=[N+:18]=[N-:19] |f:1.2|. Procedure details: To a solution of (trans)-methyl 2-((methylsulfonyloxy)methyl)cyclohexanecarboxylate (1.4 g, 5.6 mmol) in DMF (6 mL) was added NaN3 (0.730 g, 11.0 mmol). The mixture was heated at about 100° C. for about 3 h. The mixture was diluted with water (30 mL) and extracted with EtOAc (2×45 mL). The combined organic layers were washed with aqueous 1 N NaOH (1×40 mL). The organic layer was dried over MgSO4, filtered and concentrated under reduced pressure to give (trans)-methyl 2-(azidomethyl)cyclohexaneca...